From a dataset of the Open Reaction Database (ORD), a public repository of structured organic reaction records. describe an organic reaction: reactants, conditions, products, and yield Starting materials: CC1CN(C(=O)OC(C)(C)C)CCN1, Clc1nnc(-c2ccccc2)c2cccnc12, ClCCl. Yields the product CC1CN(C(=O)OC(C)(C)C)CCN1c1nnc(-c2ccccc2)c2cccnc12. As a reaction SMILES: [CH3:18][CH:19]1[CH2:20][N:21]([C:25](=[O:26])[O:27][C:28]([CH3:29])([CH3:30])[CH3:31])[CH2:22][CH2:23][NH:24]1.[Cl:1][c:2]1[c:3]2[c:4]([c:5](-[c:8]3[cH:9][cH:10][cH:11][cH:12][cH:13]3)[n:6][n:7]1)[cH:14][cH:15][cH:16][n:17]2.[Cl:32][CH2:33][Cl:34]>>[c:2]1([N:24]2[CH:19]([CH3:18])[CH2:20][N:21]([C:25](=[O:26])[O:27][C:28]([CH3:29])([CH3:30])[CH3:31])[CH2:22][CH2:23]2)[c:3]2[c:4]([c:5](-[c:8]3[cH:9][cH:10][cH:11][cH:12][cH:13]3)[n:6][n:7]1)[cH:14][cH:15][cH:16][n:17]2. Starting materials: BrC1=CC=C(C=C1)[C@H]1[C@@H](C1)C(=O)OCC (ethyl 2-(trans)-(4-bromophenyl)cyclopropanecarboxylate), BrC1=CC=C(C=C)C=C1 (4-bromostyrene), trans ester, bis-oxazoline, [N+](=[N-])=CC(=O)[O-] (diazoacetate), [Li+].[OH-] (LiOH). Yields the product BrC1=CC=C(C=C1)[C@H]1[C@@H](C1)C(=O)O (2-(trans)-(4-bromophenyl)cyclopropanecarboxylic acid), BrC1=CC=C(C=C1)[C@@H]1[C@@H](C1)C(=O)OCC (ethyl 2-(cis)-(4-bromophenyl)cyclopropanecarboxylate). RXN SMILES: [N+](=CC([O-])=O)=[N-].[Br:7][C:8]1[CH:13]=[CH:12][C:11]([C@@H:14]2[CH2:16][C@H:15]2[C:17]([O:19][CH2:20][CH3:21])=[O:18])=[CH:10][CH:9]=1.BrC1C=CC(C=C)=CC=1.[Li+].[OH-]>>[Br:7][C:8]1[CH:9]=[CH:10][C:11]([C@@H:14]2[CH2:16][C@H:15]2[C:17]([OH:19])=[O:18])=[CH:12][CH:13]=1.[Br:7][C:8]1[CH:9]=[CH:10][C:11]([C@H:14]2[CH2:16][C@H:15]2[C:17]([O:19][CH2:20][CH3:21])=[O:18])=[CH:12][CH:13]=1 |f:3.4|. Procedure details: Another alternative is an enantioselective cyclopropanation using for example a bis-oxazoline chiral ligand/copper complex and diazoacetate (Evans et al. J. Am. Chem. Soc. 1991, 113, 726) to prepare optically active ethyl 2-(trans)-(4-bromophenyl)cyclopropanecarboxylate from 4-bromostyrene. Selective hydrolysis of the mixture of cis and trans isomer with LiOH (1 eq based on the trans ester) gave 2-(trans)-(4-bromophenyl)cyclopropanecarboxylic acid and ethyl 2-(cis)-(4-bromophenyl)cyclopropanecar... Starting materials: BrC=1C=C(C=CC1OC)CO ((3-bromo-4-methoxy-phenyl)-methanol), CN(C=O)C (dimethylformamide). Reagents/catalysts: C=1C=CC(=CC1)[P](C=2C=CC=CC2)(C=3C=CC=CC3)[Pd]([P](C=4C=CC=CC4)(C=5C=CC=CC5)C=6C=CC=CC6)([P](C=7C=CC=CC7)(C=8C=CC=CC8)C=9C=CC=CC9)[P](C=1C=CC=CC1)(C=1C=CC=CC1)C=1C=CC=CC1 (tetrakis(triphenylphosphine)palladium), [C-]#N.[Zn+2].[C-]#N (zinc cyanide). The solvent is C(C)OCC (diethyl ether). Reaction conditions: temperature 80 celsius, time 2 day. Yields the product OCC=1C=CC(=C(C#N)C1)OC (5-hydroxymethyl-2-methoxy-benzonitrile). Yield: 51.0%. RXN SMILES: Br[C:2]1[CH:3]=[C:4]([CH2:10][OH:11])[CH:5]=[CH:6][C:7]=1[O:8][CH3:9].[CH3:12][N:13](C)C=O>C(OCC)C.[C-]#N.[Zn+2].[C-]#N.C1C=CC([P]([Pd]([P](C2C=CC=CC=2)(C2C=CC=CC=2)C2C=CC=CC=2)([P](C2C=CC=CC=2)(C2C=CC=CC=2)C2C=CC=CC=2)[P](C2C=CC=CC=2)(C2C=CC=CC=2)C2C=CC=CC=2)(C2C=CC=CC=2)C2C=CC=CC=2)=CC=1>[OH:11][CH2:10][C:4]1[CH:5]=[CH:6][C:7]([O:8][CH3:9])=[C:2]([CH:3]=1)[C:12]#[N:13] |f:3.4.5,^1:30,32,51,70|. Procedure: To a solution of (3-bromo-4-methoxy-phenyl)-methanol (1 g, 4.607 mmol) in dimethylformamide (10 mL) at room temperature was added zinc cyanide (324.5 mg, 2.764 mmol). The reaction mixture was degassed by passing argon through for 30 min before tetrakis(triphenylphosphine)palladium (319 mg, 0.276 mmol) was added. The reaction mixture was heated at 80° C. for 12 h and stirred at room temperature for 2 d. It was diluted with diethyl ether (50 mL) and washed with sodium bicarbonate solution, brine a...